Task: describe an organic reaction: reactants, conditions, products, and yield. Dataset: the Open Reaction Database (ORD), a public repository of structured organic reaction records Starting materials: O=C1CCC(=O)N1Br, ClC(Cl)(Cl)Cl, COC(=O)c1ccc(C)cc1OC(C)C, CC(C)(C#N)N=NC(C)(C)C#N. Yields the product COC(=O)c1ccc(CBr)cc1OC(C)C. As a reaction SMILES: [Br:16][N:17]1[C:18](=[O:19])[CH2:20][CH2:21][C:22]1=[O:23].[C:36]([Cl:37])([Cl:38])([Cl:39])[Cl:40].[CH3:1][O:2][C:3]([c:4]1[c:5]([O:11][CH:12]([CH3:13])[CH3:14])[cH:6][c:7]([CH3:10])[cH:8][cH:9]1)=[O:15].[N:24]([C:25]([CH3:26])([CH3:27])[C:28]#[N:29])=[N:30][C:31]([CH3:32])([CH3:33])[C:34]#[N:35]>>[CH3:1][O:2][C:3]([c:4]1[c:5]([O:11][CH:12]([CH3:13])[CH3:14])[cH:6][c:7]([CH2:10][Br:16])[cH:8][cH:9]1)=[O:15]. Starting materials: BrC12C3CCC(C(CCC1)C2)C3 (1-bromotricyclo[4.3.1.12,5 ]undecane), C(C)O (ethanol). The reagents and catalysts are [Ag]=O (silver oxide). The product is C(C)OC12C3CCC(C(CCC1)C2)C3 (1-ethoxytricyclo[4.3.1.12,5 ]undecane). The yield is 82.6%. RXN SMILES: Br[C:2]12[CH2:11][CH:7]([CH2:8][CH2:9][CH2:10]1)[CH:6]1[CH2:12][CH:3]2[CH2:4][CH2:5]1.[CH2:13]([OH:15])[CH3:14]>[Ag]=O>[CH2:13]([O:15][C:2]12[CH2:11][CH:7]([CH2:8][CH2:9][CH2:10]1)[CH:6]1[CH2:12][CH:3]2[CH2:4][CH2:5]1)[CH3:14]. Reported procedure: A mixture of 5.0 g of 1-bromotricyclo[4.3.1.12,5 ]undecane, 3.0 g of silver oxide and 30 ml of anhydrous ethanol was refluxed for 2 hours. Thereafter, the mixture was treated in the same manner as described in Example 1 to obtain 3.5 g (yield, 82.6%) of 1-ethoxytricyclo[4.3.1.12,5 ]undecane having a boiling point of 97° to 98° C./4 mmHg. Reactants: IC1=NNC2=CC=C(C=C12)S(=O)(=O)C (3-iodo-5-(methylsulfonyl)-1H-indazole), CC(C)(C)[O-].[K+] (t-BuOK), IC (iodomethane). Run in C1CCOC1 (THF). Reaction conditions: time 30 minute. Product: IC1=NN(C2=CC=C(C=C12)S(=O)(=O)C)C (3-iodo-1-methyl-5-(methylsulfonyl)-1H-indazole). The yield is 50.4%. As a reaction SMILES: [I:1][C:2]1[C:10]2[C:5](=[CH:6][CH:7]=[C:8]([S:11]([CH3:14])(=[O:13])=[O:12])[CH:9]=2)[NH:4][N:3]=1.[CH3:15]C([O-])(C)C.[K+].IC>C1COCC1>[I:1][C:2]1[C:10]2[C:5](=[CH:6][CH:7]=[C:8]([S:11]([CH3:14])(=[O:12])=[O:13])[CH:9]=2)[N:4]([CH3:15])[N:3]=1 |f:1.2|. Procedure: To a solution of 3-iodo-5-(methylsulfonyl)-1H-indazole (400 mg, 1.24 mmol) in THF (15 mL) was added t-BuOK (208 mg, 1.86 mmol) slowly at 0° C., mixture stirred for 30 minutes, then iodomethane (262 mg, 1.86 mmol) was added at 0° C., then warmed to room temperature and stirred for 2 hours. Reaction quenched with water (40 mL) and product extracted with EtOAc (3×30 mL), organics combined dried with sodium sulfate, filtered and concentrated under reduced pressure to afford a solid which was purifie... Starting materials: Cl.NC(COC1=NOC2=C1C=C(C=C2)C)CO (3-(2-amino-3-hydroxypropoxy)-5-methyl-1,2-benzoisoxazole hydrochloride), C(C)(=O)OCC (ethyl acetate), [OH-].[Na+] (sodium hydroxide). The solvent is O (water). The product is NC(COC1=NOC2=C1C=C(C=C2)C)CO (3-(2-amino-3-hydroxypropoxy)-5-methyl-1,2-benzoisoxazole). As a reaction SMILES: Cl.[NH2:2][CH:3]([CH2:16][OH:17])[CH2:4][O:5][C:6]1[C:10]2[CH:11]=[C:12]([CH3:15])[CH:13]=[CH:14][C:9]=2[O:8][N:7]=1.C(OCC)(=O)C.[OH-].[Na+]>O>[NH2:2][CH:3]([CH2:16][OH:17])[CH2:4][O:5][C:6]1[C:10]2[CH:11]=[C:12]([CH3:15])[CH:13]=[CH:14][C:9]=2[O:8][N:7]=1 |f:0.1,3.4|. Procedure details: To a solution of 0.39 g of 3-(2-amino-3-hydroxypropoxy)-5-methyl-1,2-benzoisoxazole hydrochloride in 4 ml of water is added 4 ml of ethyl acetate, and the pH is adjusted to 11 with 10% (w/w) aqueous sodium hydroxide solution, after which the organic layer is separated. The separated organic layer is washed with a saturated saline solution and dried over anhydrous magnesium sulfate, after which the solvent is removed by distillation under reduced pressure to obtain 0.32 g of colorless, solid 3-(2... The reactants are C([O-])([O-])=O.[K+].[K+] (potassium carbonate), C(C)(=O)OC(C)=O (acetic anhydride), C(=O)O (formic acid), NC1=CC=NN1CCO (5-amino-1-(2-hydroxyethyl)pyrazole). Run in O (water). Yields the product C(=O)NC1=CC=NN1CCO (5-formamido-1-(2-hydroxyethyl)pyrazole). Reaction SMILES: [C:1](OC(=O)C)(=[O:3])C.C(O)=O.[NH2:11][C:12]1[N:16]([CH2:17][CH2:18][OH:19])[N:15]=[CH:14][CH:13]=1.C(=O)([O-])[O-].[K+].[K+]>O>[CH:1]([NH:11][C:12]1[N:16]([CH2:17][CH2:18][OH:19])[N:15]=[CH:14][CH:13]=1)=[O:3] |f:3.4.5|. Procedure details: A mixture of acetic anhydride (44.5 ml) and formic acid (22.3 ml) was stirred at room temperature for an hour. To this mixture was added 5-amino-1-(2-hydroxyethyl)pyrazole (30 g) at 0°-10° C., and the mixture was stirred under ice-cooling for 30 minutes. The mixture was poured into ice-cooled water, adjusted to pH 10.5 with 40% potassium carbonate solution, and stirred under ice-cooling for 30 minutes. The mixture was extracted with a mixture of tetrahydrofuran and ethyl acetate 6 times. The org... Starting materials: Br, CC(=O)O, CC(C(N)=O)c1ccc2c(c1)C(=O)Cc1cc(F)ccc1S2, O. Yields the product CC(C(=O)O)c1ccc2c(c1)C(=O)Cc1cc(F)ccc1S2. RXN SMILES: [BrH:27].[CH3:23][C:24]([OH:25])=[O:26].[F:1][c:2]1[cH:3][cH:4][c:5]2[c:6]([cH:22]1)[CH2:7][C:8](=[O:21])[c:9]1[c:10]([cH:12][cH:13][c:14]([CH:16]([C:17](=[O:18])[NH2:19])[CH3:20])[cH:15]1)[S:11]2.[OH2:28]>>[F:1][c:2]1[cH:3][cH:4][c:5]2[c:6]([cH:22]1)[CH2:7][C:8](=[O:21])[c:9]1[c:10]([cH:12][cH:13][c:14]([CH:16]([C:17](=[O:18])[OH:25])[CH3:20])[cH:15]1)[S:11]2. The reactants are C(C=C)OC1=C(C=C(C(=C1)Cl)CC1=CC=C(C=C1)OCC)[C@H]1[C@@H]([C@H]([C@@H]2OC(OC[C@H]2O1)C=C)O)O ((4aR,6S,7R,8R,8aS)-6-(2-(Allyloxy)-4-chloro-5-(4-ethoxybenzyl)phenyl)-2-vinylhexahydropyrano[3,2-d][1,3]dioxine-7,8-diol), C(#N)[BH3-].[Na+] (sodium cyanoborohydride), O (H2O), FC(S(=O)(=O)O)(F)F (trifluoromethanesulfonic acid). The solvent is O1CCCC1 (tetrahydrofuran). Run at time 0.5 hour. Yields the product C(C=C)OC1=C(C=C(C(=C1)Cl)CC1=CC=C(C=C1)OCC)[C@@H]1O[C@@H]([C@H]([C@@H]([C@H]1O)O)O)COCC=C ((2S,3R,4R,5S,6R)-2-(2-(Allyloxy)-4-chloro-5-(4-ethoxybenzyl)phenyl)-6-(allyloxymethyl)tetrahydro-2H-pyran-3,4,5-triol). Reaction SMILES: [CH2:1]([O:4][C:5]1[CH:10]=[C:9]([Cl:11])[C:8]([CH2:12][C:13]2[CH:18]=[CH:17][C:16]([O:19][CH2:20][CH3:21])=[CH:15][CH:14]=2)=[CH:7][C:6]=1[C@@H:22]1[O:31][C@H:30]2[C@@H:25]([O:26][CH:27]([CH:32]=[CH2:33])[O:28][CH2:29]2)[C@H:24]([OH:34])[C@H:23]1[OH:35])[CH:2]=[CH2:3].C([BH3-])#N.[Na+].FC(F)(F)S(O)(=O)=O.O>O1CCCC1>[CH2:1]([O:4][C:5]1[CH:10]=[C:9]([Cl:11])[C:8]([CH2:12][C:13]2[CH:18]=[CH:17][C:16]([O:19][CH2:20][CH3:21])=[CH:15][CH:14]=2)=[CH:7][C:6]=1[C@H:22]1[C@H:23]([OH:35])[C@@H:24]([OH:34])[C@H:25]([OH:26])[C@@H:30]([CH2:29][O:28][CH2:27][CH:32]=[CH2:33])[O:31]1)[CH:2]=[CH2:3] |f:1.2|. Reported procedure: To a solution (4aR,6S,7R,8R,8aS)-6-(2-(allyloxy)-4-chloro-5-(4-ethoxybenzyl)phenyl)-2-vinylhexahydropyrano[3,2-d][1,3]dioxine-7,8-diol (14, 669 mg, 1.33 mmol) from Step 1 in tetrahydrofuran (13 mL) was added sodium cyanoborohydride (642 mg, 9.71 mmol), molecular sieves (407 mg) and was added cautiously trifluoromethanesulfonic acid. After addition, the mixture was stirred for another 0.5 h, before being poured into H2O. The aqueous phase was extracted with dichloromethane and the combined organi... The reactants are ClC1=C(C=NC2=CC(=C(C=C12)OC)OC)C#N (4-chloro-6,7-dimethoxy-quinolin-3-carbonitrile), NC=1C=C2C=NNC2=CC1 (5-aminoindazole), Cl.N1=CC=CC=C1 (pyridine hydrochloride), C(C)OC(C)O (ethoxyethanol), C([O-])([O-])=O.[Na+].[Na+] (sodium carbonate), Cl (hydrochloric acid). Solvent: O (water). The product is N1N=CC2=CC(=CC=C12)NC1=C(C=NC2=CC(=C(C=C12)OC)OC)C#N (4-(1H-indazol-5-ylamino)-6,7-dimethoxy-quinoline-3-carbonitrile). Isolated yield 73.6%. As a reaction SMILES: Cl[C:2]1[C:11]2[C:6](=[CH:7][C:8]([O:14][CH3:15])=[C:9]([O:12][CH3:13])[CH:10]=2)[N:5]=[CH:4][C:3]=1[C:16]#[N:17].[NH2:18][C:19]1[CH:20]=[C:21]2[C:25](=[CH:26][CH:27]=1)[NH:24][N:23]=[CH:22]2.Cl.N1C=CC=CC=1.C(OC(O)C)C.C(=O)([O-])[O-].[Na+].[Na+].Cl>O>[NH:24]1[C:25]2[C:21](=[CH:20][C:19]([NH:18][C:2]3[C:11]4[C:6](=[CH:7][C:8]([O:14][CH3:15])=[C:9]([O:12][CH3:13])[CH:10]=4)[N:5]=[CH:4][C:3]=3[C:16]#[N:17])=[CH:27][CH:26]=2)[CH:22]=[N:23]1 |f:2.3,5.6.7|. Procedure details: A mixture of 0.249 g of 4-chloro-6,7-dimethoxy-quinolin-3-carbonitrile, 0.132 g of 5-aminoindazole, 0.020 g of pyridine hydrochloride, and 10 ml of ethoxyethanol was stirred under nitrogen, at reflux temperature for 2 hours. The mixture was cooled and added to 40 ml of water. To this mixture was added sodium carbonate and concentrated hydrochloric acid to adjust pH to 7. The product was collected, washed with water, and dried to give 0.252 g of 4-(1H-indazol-5-ylamino)-6,7-dimethoxy-quinoline-3-...